This data is from the Open Reaction Database (ORD), a public repository of structured organic reaction records. The task is: describe an organic reaction: reactants, conditions, products, and yield The reactants are CSc1ccc(O)cc1, [K+], [K+], O=[N+]([O-])c1ccc(Cl)cc1, O=C([O-])[O-], O=S1(=O)CCCC1. Product: CSc1ccc(Oc2ccc([N+](=O)[O-])cc2)cc1. As a reaction SMILES: [CH3:11][S:12][c:13]1[cH:14][cH:15][c:16]([OH:19])[cH:17][cH:18]1.[K+:20].[K+:21].[N+:1](=[O:2])([O-:3])[c:4]1[cH:5][cH:6][c:7]([Cl:10])[cH:8][cH:9]1.[O-:22][C:23]([O-:24])=[O:25].[S:26]1(=[O:31])(=[O:32])[CH2:27][CH2:28][CH2:29][CH2:30]1>>[N+:1](=[O:2])([O-:3])[c:4]1[cH:5][cH:6][c:7]([O:19][c:16]2[cH:15][cH:14][c:13]([S:12][CH3:11])[cH:18][cH:17]2)[cH:8][cH:9]1.